The task is: describe an organic reaction: reactants, conditions, products, and yield. This data is from the Open Reaction Database (ORD), a public repository of structured organic reaction records. Reactants: C(CCCC)N1C(N2C(C=3NC=NC13)=NN=C2)=O (6-pentyl-6,9-dihydro-5H-[1,2,4]triazolo[3,4-i]purin-5-one), BrN1C(CCC1=O)=O (N-bromosuccinimide). Solvent: C1CCOC1 (THF). Run at temperature 70 celsius. Yields the product BrC1=NC=2N(C(N3C(C2N1)=NN=C3)=O)CCCCC (8-Bromo-6-pentyl-6,9-dihydro-5H-[1,2,4]triazolo[3,4-i]purin-5-one). Isolated yield 6.9%. RXN SMILES: [CH2:1]([N:6]1[C:14]2[N:13]=[CH:12][NH:11][C:10]=2[C:9]2=[N:15][N:16]=[CH:17][N:8]2[C:7]1=[O:18])[CH2:2][CH2:3][CH2:4][CH3:5].[Br:19]N1C(=O)CCC1=O>C1COCC1>[Br:19][C:12]1[NH:11][C:10]2[C:9]3=[N:15][N:16]=[CH:17][N:8]3[C:7](=[O:18])[N:6]([CH2:1][CH2:2][CH2:3][CH2:4][CH3:5])[C:14]=2[N:13]=1. Procedure details: To a mixture of 6-pentyl-6,9-dihydro-5H-[1,2,4]triazolo[3,4-i]purin-5-one (0.12 g, 0.487 mmol) in THF (5 mL) in a microwave reaction tube was added N-bromosuccinimide (0.20 g, 1.1 mmol). The mixture was heated at 70° C. in microwave oven for 12 min. After cooling down to room temperature, it was purified using preparative LCMS to provide the product (0.011 g). LCMS calculated for C11H14BrN6O (M+H): 325.0, 327.0. found: 325.0, 327.0. The reactants are 4-heptyl-2-fluorophenyl heptyl-2,3-difluorophenyl-4'-yl-carboxylate, C(CCCCCCC)OC1=C(C(=C(C=C1)C1=CC=C(C=C1)C(=O)O[C@@H]1CC[C@H](CC1)CCCCC)F)F (trans-4-pentylcyclohexyl 4-octyloxy-2,3-difluorobiphenyl-4'-ylcarboxylate), C(CCCCCCC)OC1=C(C(=C(C=C1)C1=CC=C(C=C1)C(=O)OC1=CC(=C(C=C1)CCCCCCC)F)F)F (4-heptyl-3-fluorophenyl 4-octyloxy-2,3-difluorobiphenyl-4'-ylcarboxylate), C(CCCCCCC)OC1=C(C(=C(C=C1)C1=CC=C(C=C1)C(=O)OC1=CC(=C(C=C1)OCCCCCCCC)F)F)F (4-octyloxy-3-fluorophenyl 4-octyloxy-2,3-difluorobiphenyl-4'-ylcarboxylate), SC 116, C(CCCCCCC)OC1=C(C(=C(C=C1)C1=CC=C(C=C1)C(=O)OC1=CC=C(C=C1)OCCCCCCCC)F)F (p-octyloxyphenyl 4-octyloxy-2,3-difluorobiphenyl-4'-ylcarboxylate), SC 151.7, C(CCCCCCC)OC1=C(C(=C(C=C1)C1=CC=C(C=C1)C(=O)OC1=CC(=C(C=C1)CCCCCCCC)F)F)F (4-octyl-3-fluorophenyl 4-octyloxy-2,3-difluorobiphenyl-4'-ylcarboxylate), C(CCCCCCC)OC1=C(C(=C(C=C1)C1=CC=C(C=C1)C(=O)OC1=C(C=C(C=C1)CCCCCCCC)F)F)F (4-octyl-2-fluorophenyl 4-octyloxy-2,3-difluorobiphenyl-4'-ylcarboxylate), C(CCCCCCC)OC1=C(C(=C(C=C1)C1=CC=C(C=C1)C(=O)OC1=C(C=C(C=C1)OCCCCCCCC)F)F)F (4-octyloxy-2-fluorophenyl 4-octyloxy-2,3-difluorobiphenyl-4'-ylcarboxylate), SC 103. Product: C(CCCCCCC)OC1=C(C(=C(C=C1)C1=CC=C(C=C1)C(=O)OC1=CC=C(C=C1)OCCCCCCC)F)F (p-heptyloxyphenyl 4-octyloxy-2,3-difluorobiphenyl-4'-ylcarboxylate). RXN SMILES: [CH2:1]([O:9][C:10]1[CH:15]=[CH:14][C:13]([C:16]2[CH:21]=[CH:20][C:19]([C:22]([O:24][C:25]3[CH:30]=[CH:29][C:28]([O:31][CH2:32][CH2:33][CH2:34][CH2:35][CH2:36][CH2:37][CH2:38]C)=[CH:27][CH:26]=3)=[O:23])=[CH:18][CH:17]=2)=[C:12]([F:40])[C:11]=1[F:41])[CH2:2][CH2:3][CH2:4][CH2:5][CH2:6][CH2:7][CH3:8].C(OC1C=CC(C2C=CC(C(OC3C=CC(CCCCCCCC)=C(F)C=3)=O)=CC=2)=C(F)C=1F)CCCCCCC.C(OC1C=CC(C2C=CC(C(OC3C=CC(CCCCCCCC)=CC=3F)=O)=CC=2)=C(F)C=1F)CCCCCCC.C(OC1C=CC(C2C=CC(C(OC3C=CC(OCCCCCCCC)=CC=3F)=O)=CC=2)=C(F)C=1F)CCCCCCC.C(OC1C=CC(C2C=CC(C(O[C@H]3CC[C@H](CCCCC)CC3)=O)=CC=2)=C(F)C=1F)CCCCCCC.C(OC1C=CC(C2C=CC(C(OC3C=CC(CCCCCCC)=C(F)C=3)=O)=CC=2)=C(F)C=1F)CCCCCCC.C(OC1C=CC(C2C=CC(C(OC3C=CC(OCCCCCCCC)=C(F)C=3)=O)=CC=2)=C(F)C=1F)CCCCCCC>>[CH2:1]([O:9][C:10]1[CH:15]=[CH:14][C:13]([C:16]2[CH:21]=[CH:20][C:19]([C:22]([O:24][C:25]3[CH:30]=[CH:29][C:28]([O:31][CH2:32][CH2:33][CH2:34][CH2:35][CH2:36][CH2:37][CH3:38])=[CH:27][CH:26]=3)=[O:23])=[CH:18][CH:17]=2)=[C:12]([F:40])[C:11]=1[F:41])[CH2:2][CH2:3][CH2:4][CH2:5][CH2:6][CH2:7][CH3:8]. Procedure details: p-octyloxyphenyl 4-octyloxy-2,3-difluorobiphenyl-4'-ylcarboxylate, C 83.8° SC 151.7° SA 154.9° N 165.4° I 4-octyl-3-fluorophenyl 4-octyloxy-2,3-difluorobiphenyl-4'-ylcarboxylate, 4-octyl-2-fluorophenyl 4-octyloxy-2,3-difluorobiphenyl-4'-ylcarboxylate, C 45.2°SC 84.3° N 120.7° I 4-octyloxy-2-fluorophenyl 4-octyloxy-2,3-difluorobiphenyl-4'-ylcarboxylate, C 56.7° SC 103° N 141.6° I 4-heptyl-2-fluorophenyl heptyl-2,3-difluorophenyl-4'-yl-carboxylate, C<20° N 83.4° I trans-4-pentylcyclohexyl 4-octylo... Starting materials: COC([O-])=O.C[N+]1(CCCC1)C (N,N-dimethylpyrrolidinium methyl carbonate), C1(\C=C/C(=O)O1)=O (maleic anhydride). The solvent is O (water). Yields the product C(\C=C/C(=O)[O-])(=O)[O-].C[N+]1(CCCC1)C.C[N+]1(CCCC1)C (N,N-dimethylpyrrolidinium maleate). Yield: 136.3%. RXN SMILES: CO[C:3](=[O:5])[O-:4].[CH3:6][N+:7]1([CH3:12])[CH2:11][CH2:10][CH2:9][CH2:8]1.C1(=O)[O:18][C:16](=[O:17])[CH:15]=[CH:14]1>O>[C:3]([O-:4])(=[O:5])/[CH:14]=[CH:15]\[C:16]([O-:18])=[O:17].[CH3:6][N+:7]1([CH3:12])[CH2:11][CH2:10][CH2:9][CH2:8]1.[CH3:6][N+:7]1([CH3:12])[CH2:11][CH2:10][CH2:9][CH2:8]1 |f:0.1,4.5.6|. Reported procedure: By following the same procedure as Example 20 (2nd step) except that 17.5 g of N,N-dimethylpyrrolidinium methyl carbonate, 17.5 g of water, and 9.8 g of maleic anhydride were used, 21.4 g (yield of 99.6%) of N,N-dimethylpyrrolidinium maleate was obtained. The content of mono-maleate was less than 0.1% and the contents of impurity ions were less than 1 ppm. As a reaction SMILES: [CH3:1][c:2]1[cH:3][c:4]2[c:5]([cH:11][c:12]1[CH3:13])[C:6](=[O:7])[O:8][C:9]2=[O:10].[CH3:23][N:24]([CH3:25])[CH:26]=[O:27].[NH2:14][c:15]1[cH:16][cH:17][c:18]([F:19])[cH:20][cH:21]1.[OH2:22]>>[CH3:1][c:2]1[cH:3][c:4]2[c:5]([cH:11][c:12]1[CH3:13])[C:6](=[O:8])[N:14]([c:15]1[cH:16][cH:17][c:18]([F:19])[cH:20][cH:21]1)[C:9]2=[O:10]. Yields the product Cc1cc2c(cc1C)C(=O)N(c1ccc(F)cc1)C2=O. The reactants are Cc1cc2c(cc1C)C(=O)OC2=O, CN(C)C=O, Nc1ccc(F)cc1, O. The reactants are [Br-], ClCCl, CCCC[N+](CCCC)(CCCC)CCCC, CN(C)C(=O)c1ccc(NC(=O)C(C)(C)CCl)cc1Cl, [Na+], [OH-], O. The product is CN(C)C(=O)c1ccc(N2CC(C)(C)C2=O)cc1Cl. RXN SMILES: [Br-:23].[CH2:42]([Cl:43])[Cl:44].[CH3:24][CH2:25][CH2:26][CH2:27][N+:28]([CH2:29][CH2:30][CH2:31][CH3:32])([CH2:33][CH2:34][CH2:35][CH3:36])[CH2:37][CH2:38][CH2:39][CH3:40].[Cl:3][c:4]1[c:5]([C:6](=[O:7])[N:8]([CH3:9])[CH3:10])[cH:11][cH:12][c:13]([NH:15][C:16]([C:17]([CH2:18][Cl:19])([CH3:20])[CH3:21])=[O:22])[cH:14]1.[Na+:2].[OH-:1].[OH2:41]>>[Cl:3][c:4]1[c:5]([C:6](=[O:7])[N:8]([CH3:9])[CH3:10])[cH:11][cH:12][c:13]([N:15]2[C:16](=[O:22])[C:17]([CH3:20])([CH3:21])[CH2:18]2)[cH:14]1. The reactants are N1C(CCC1)=O (pyrrolidin-2-one), BrC1=CC=C(C=N1)C(=O)N1CCC(CC1)OC1=CC=C(C=C1)C1CC1 ((6-bromopyridin-3-yl)[4-(4-cyclopropylphenoxy)piperidin-1-yl]methanone). The product is C1(CC1)C1=CC=C(OC2CCN(CC2)C(=O)C=2C=CC(=NC2)N2C(CCC2)=O)C=C1 (1-{5-[4-(4-cyclopropylphenoxy)piperidine-1-carbonyl]pyridin-2-yl}pyrrolidin-2-one). Isolated yield 58.7%. As a reaction SMILES: [NH:1]1[CH2:5][CH2:4][CH2:3][C:2]1=[O:6].Br[C:8]1[N:13]=[CH:12][C:11]([C:14]([N:16]2[CH2:21][CH2:20][CH:19]([O:22][C:23]3[CH:28]=[CH:27][C:26]([CH:29]4[CH2:31][CH2:30]4)=[CH:25][CH:24]=3)[CH2:18][CH2:17]2)=[O:15])=[CH:10][CH:9]=1>>[CH:29]1([C:26]2[CH:27]=[CH:28][C:23]([O:22][CH:19]3[CH2:18][CH2:17][N:16]([C:14]([C:11]4[CH:10]=[CH:9][C:8]([N:1]5[CH2:5][CH2:4][CH2:3][C:2]5=[O:6])=[N:13][CH:12]=4)=[O:15])[CH2:21][CH2:20]3)=[CH:24][CH:25]=2)[CH2:30][CH2:31]1. Reported procedure: Using pyrrolidin-2-one (94 mg) and (6-bromopyridin-3-yl)[4-(4-cyclopropylphenoxy)piperidin-1-yl]methanone (401 mg) described in Preparation Example 192 and by the reaction and treatment in the same manner as in Example 1, the title compound (238 mg) was obtained.